Dataset: the Open Reaction Database (ORD), a public repository of structured organic reaction records. Task: describe an organic reaction: reactants, conditions, products, and yield Starting materials: OCC1CN=C(O1)C1=CC=C(OCCCCCCCC2=CC(=NO2)C)C=C1 (5-{7-[4-(4,5-Dihydro-5-hydroxymethyl-2-oxazolyl)phenoxy]heptyl}-3-methylisoxazole), [H-].[Na+] (sodium hydride), CI (methyl iodide). Run in O1CCCC1 (tetrahydrofuran), O1CCCC1 (tetrahydrofuran). Reaction conditions: time 8 hour. Yields the product COCC1CN=C(O1)C1=CC=C(OCCCCCCCC2=CC(=NO2)C)C=C1 (5-{7-[4-(4,5-dihydro-5-methoxymethyl-2-oxazolyl)phenoxy]heptyl}-3-methylisoxazole). Yield: 74.5%. RXN SMILES: [H-].[Na+].[OH:3][CH2:4][CH:5]1[O:9][C:8]([C:10]2[CH:29]=[CH:28][C:13]([O:14][CH2:15][CH2:16][CH2:17][CH2:18][CH2:19][CH2:20][CH2:21][C:22]3[O:26][N:25]=[C:24]([CH3:27])[CH:23]=3)=[CH:12][CH:11]=2)=[N:7][CH2:6]1.[CH3:30]I>O1CCCC1>[CH3:30][O:3][CH2:4][CH:5]1[O:9][C:8]([C:10]2[CH:11]=[CH:12][C:13]([O:14][CH2:15][CH2:16][CH2:17][CH2:18][CH2:19][CH2:20][CH2:21][C:22]3[O:26][N:25]=[C:24]([CH3:27])[CH:23]=3)=[CH:28][CH:29]=2)=[N:7][CH2:6]1 |f:0.1|. Reported procedure: To a stirred suspension of 1.08 g of sodium hydride (60% in mineral oil) in 50 ml of dry tetrahydrofuran was added over 33 minutes a solution of 6.6 g of 5-{7-[4-(4,5-dihydro-5-hydroxymethyl-2-oxazolyl)phenoxy]heptyl}-3-methylisoxazole (Example 23). The mixture was heated at gentle reflux for one hour, then cooled to room temperature, and 4.30 g of methyl iodide in 25 ml of dry tetrahydrofuran was added over a 15 minute period. The reaction mixture was stirred overnight at room temperature, then... The reactants are COC(NC(C(C)C)C(=O)N1CN(CC1C(NCC(=O)C1=CC=C(C=C1)Br)=O)C(C)=O)=O ((1-{3-Acetyl-5-[2-(4-bromo-phenyl)-2-oxo-ethylcarbamoyl]-imidazolidine-1-carbonyl}-2-methyl-propyl)-carbamic acid methyl ester), C(C)(=O)[O-].[NH4+] (ammonium acetate). Solvent: m-xylenes. Reaction conditions: temperature 135 celsius, time 120 minute. Yields the product COC(NC(C(C)C)C(=O)N1CN(CC1C=1NC=C(N1)C1=CC=C(C=C1)Br)C(C)=O)=O ({1-[1′-Acetyl-4-(4-bromo-phenyl)-1′,2′,4′,5′-tetrahydro-1H-[2,4′]biimidazolyl-3′-carbonyl]-2-methyl-propyl}-carbamic acid methyl ester). Isolated yield 82.9%. RXN SMILES: [CH3:1][O:2][C:3](=[O:32])[NH:4][CH:5]([C:9]([N:11]1[CH:15]([C:16](=O)[NH:17][CH2:18][C:19]([C:21]2[CH:26]=[CH:25][C:24]([Br:27])=[CH:23][CH:22]=2)=O)[CH2:14][N:13]([C:29](=[O:31])[CH3:30])[CH2:12]1)=[O:10])[CH:6]([CH3:8])[CH3:7].C([O-])(=O)C.[NH4+:37]>>[CH3:1][O:2][C:3](=[O:32])[NH:4][CH:5]([C:9]([N:11]1[CH:15]([C:16]2[NH:17][CH:18]=[C:19]([C:21]3[CH:26]=[CH:25][C:24]([Br:27])=[CH:23][CH:22]=3)[N:37]=2)[CH2:14][N:13]([C:29](=[O:31])[CH3:30])[CH2:12]1)=[O:10])[CH:6]([CH3:8])[CH3:7] |f:1.2|. Reported procedure: (1-{3-Acetyl-5-[2-(4-bromo-phenyl)-2-oxo-ethylcarbamoyl]-imidazolidine-1-carbonyl}-2-methyl-propyl)-carbamic acid methyl ester (203 mg, 0.397 mmol) was dissolved in m-xylenes (4 mL) and heated at 135° C. Solid ammonium acetate (200 mg, 2.58 mmol) was added and the reaction was stirred at 135° C. After 120 minutes, the reaction was cooled to room temperature and the volatiles were removed in vacuo. The crude material was purified via silica gel chromatography (eluent: EtOAc w 10% MeOH/hexanes) to... Starting materials: O (water), C1(=CC=CC=C1)C(C1=CC=CC=C1)(C1=CC=CC=C1)N1N=NN=C1C1=C(C=CC=C1)C1=CC=C(C=C1)CN1C(=NC(=C1CO)Cl)CCCC (1-[(2'-(Triphenylmethyltetrazol-5-yl)-biphenyl-4-yl)methyl]-2-butyl-4-chloro-5-hydroxymethylimidazole), Cl (hydrochloric acid), [OH-].[Na+] (sodium hydroxide). Solvent: C(C)(=O)OCC (ethyl acetate), CO (methanol), CO (methanol). Run at temperature 30 celsius, time 2 hour. Product: C(CCC)C=1N(C(=C(N1)Cl)CO)CC1=CC=C(C=C1)C1=C(C=CC=C1)C1=NN=NN1 (2-butyl-4-chloro-5-hydroxymethyl-1-[(2'-(1H-tetrazol-5-yl)-biphenyl-4-yl)methyl]imidazole). As a reaction SMILES: C1(C([N:20]2[C:24]([C:25]3[CH:30]=[CH:29][CH:28]=[CH:27][C:26]=3[C:31]3[CH:36]=[CH:35][C:34]([CH2:37][N:38]4[C:42]([CH2:43][OH:44])=[C:41]([Cl:45])[N:40]=[C:39]4[CH2:46][CH2:47][CH2:48][CH3:49])=[CH:33][CH:32]=3)=[N:23][N:22]=[N:21]2)(C2C=CC=CC=2)C2C=CC=CC=2)C=CC=CC=1.Cl.[OH-].[Na+].O>CO.C(OCC)(=O)C>[CH2:46]([C:39]1[N:38]([CH2:37][C:34]2[CH:35]=[CH:36][C:31]([C:26]3[CH:27]=[CH:28][CH:29]=[CH:30][C:25]=3[C:24]3[NH:23][N:22]=[N:21][N:20]=3)=[CH:32][CH:33]=2)[C:42]([CH2:43][OH:44])=[C:41]([Cl:45])[N:40]=1)[CH2:47][CH2:48][CH3:49] |f:2.3|. Procedure: 1-[(2'-(Triphenylmethyltetrazol-5-yl)-biphenyl-4-yl)methyl]-2-butyl-4-chloro-5-hydroxymethylimidazole (920 g), and methanol (2.10 L) were charged to a 12-liter round-bottomed flask, equipped with mechanical stirrer, condenser with N2 inlet and thermometer. The slurry was cooled to ~10° C. and 3.4N hydrochloric acid (700 ml) was added over 10 minutes. After stirring two hours at 10°-20° C., the thick slurry was diluted with methanol (500 ml) and warmed to 30° C. After one hour at 30° C., the reac... Starting materials: CC(O)C(=O)O, NCCOCCO, O. The product is CC(O)C(=O)NCCOCCO. Reaction SMILES: [CH3:1][CH:2]([OH:3])[C:4]([OH:5])=[O:6].[NH2:7][CH2:8][CH2:9][O:10][CH2:11][CH2:12][OH:13].[OH2:14]>>[CH3:1][CH:2]([OH:3])[C:4](=[O:6])[NH:7][CH2:8][CH2:9][O:10][CH2:11][CH2:12][OH:13].